The task is: describe an organic reaction: reactants, conditions, products, and yield. This data is from the Open Reaction Database (ORD), a public repository of structured organic reaction records. Starting materials: NC1=C(C(=CC=C1)F)C(=O)N1CCCC1 ({2-Amino-6-fluorophenyl}(1-pyrrolidinyl)methanone), N1CCCC1 (pyrrolidine), FC1=CC=CC2=C1C(OC(N2)=O)=O (5-fluoro-2H-3,1-benzoxazine-2,4(1H)-dione). The product is N1C(=NCC1)CNC1=C(C(=CC=C1)F)C(=O)N1CCCC1 ({2-[(4,5-dihydro-1H-imidazol-2-ylmethyl)amino]-6-fluorophenyl}(1-pyrrolidinyl)methanone). As a reaction SMILES: [NH2:1][C:2]1[CH:7]=[CH:6][CH:5]=[C:4]([F:8])[C:3]=1[C:9]([N:11]1[CH2:15][CH2:14][CH2:13][CH2:12]1)=[O:10].[NH:16]1[CH2:20][CH2:19][CH2:18][CH2:17]1.FC1C2C(=O)OC(=O)[NH:31]C=2C=CC=1>>[NH:16]1[CH2:20][CH2:19][N:31]=[C:17]1[CH2:18][NH:1][C:2]1[CH:7]=[CH:6][CH:5]=[C:4]([F:8])[C:3]=1[C:9]([N:11]1[CH2:15][CH2:14][CH2:13][CH2:12]1)=[O:10]. Procedure: {2-Amino-6-fluorophenyl}(1-pyrrolidinyl)methanone (prepared from pyrrolidine and 5-fluoro-2H-3,1-benzoxazine-2,4(1H)-dione using the methods described in Example 17) and CMI were reacted using conditions described in the general procedure for CMI coupling to give {2-[(4,5-dihydro-1H-imidazol-2-ylmethyl)amino]-6-fluorophenyl}(1-pyrrolidinyl)methanone.